This data is from the Open Reaction Database (ORD), a public repository of structured organic reaction records. The task is: describe an organic reaction: reactants, conditions, products, and yield Starting materials: C1(CCCCC1)N=C=NC1CCCCC1 (Dicyclohexylcarbodiimide), CO (methyl alcohol), Cl.C(=O)(OCC1=CC=CC=C1)N[C@@H](CCCNC(N)=N)C(=O)O (Nα -carbobenzoxy-L-arginine hydrochloric acid salt), NC1=CC=C2C(=CC(OC2=C1)=O)C (7-amino-4-methylcoumarin). The solvent is CN(C=O)C (dimethylformamide), CN(C=O)C (DMF). Yields the product Cl.C(=O)(OCC1=CC=CC=C1)N[C@@H](CCCNC(N)=N)C(=O)NC1=CC=C2C(=CC(OC2=C1)=O)C (7-(Nα -carbobenzoxy-L-arginyl)amino-4-methylcoumarin hydrochloric acid salt). Yield: 28.9%. As a reaction SMILES: [ClH:1].[C:2]([NH:12][C@H:13]([C:21]([OH:23])=O)[CH2:14][CH2:15][CH2:16][NH:17][C:18](=[NH:20])[NH2:19])([O:4][CH2:5][C:6]1[CH:11]=[CH:10][CH:9]=[CH:8][CH:7]=1)=[O:3].[NH2:24][C:25]1[CH:34]=[C:33]2[C:28]([C:29]([CH3:36])=[CH:30][C:31](=[O:35])[O:32]2)=[CH:27][CH:26]=1.C1(N=C=NC2CCCCC2)CCCCC1.CO>CN(C)C=O>[ClH:1].[C:2]([NH:12][C@H:13]([C:21]([NH:24][C:25]1[CH:34]=[C:33]2[C:28]([C:29]([CH3:36])=[CH:30][C:31](=[O:35])[O:32]2)=[CH:27][CH:26]=1)=[O:23])[CH2:14][CH2:15][CH2:16][NH:17][C:18](=[NH:20])[NH2:19])([O:4][CH2:5][C:6]1[CH:7]=[CH:8][CH:9]=[CH:10][CH:11]=1)=[O:3] |f:0.1,6.7|. Procedure: Nα -carbobenzoxy-L-arginine hydrochloric acid salt (69.0 g, 0.2 M) and 7-amino-4-methylcoumarin (17.5 g, 0.1 M) were dissolved in dimethylformamide (DMF) (300 ml). Dicyclohexylcarbodiimide (DCCD) (21 g, 0.1 M) was added to the mixture with stirring at room temperature. This mixture was stirred overnight at room temperature, and the produced dicyclohexyl urea was removed by filtration. The obtained filtrate was concentrated under reduced pressure and to the thus obtained residue methyl alcohol (5... The reactants are BrC=1C(=NC=C(C(=O)NC2=CC=C(C=C2)OC(F)(F)F)C1)N1C[C@H](CC1)CO ((S)-5-bromo-6-(3-(hydroxymethyl)pyrrolidin-1-yl)-N-(4-(trifluoromethoxy)phenyl)nicotinamide), ClC1=CC=C(C=N1)B(O)O ((6-chloropyridin-3-yl)boronic acid). Product: ClC1=CC=C(C=N1)C=1C(=NC=C(C1)C(=O)NC1=CC=C(C=C1)OC(F)(F)F)N1C[C@H](CC1)CO ((S)-6′-Chloro-2-(3-(hydroxymethyl)pyrrolidin-1-yl)-N-(4-(trifluoromethoxy)phenyl)-[3,3′-bipyridine]-5-carboxamide). RXN SMILES: Br[C:2]1[C:3]([N:22]2[CH2:26][CH2:25][C@H:24]([CH2:27][OH:28])[CH2:23]2)=[N:4][CH:5]=[C:6]([CH:21]=1)[C:7]([NH:9][C:10]1[CH:15]=[CH:14][C:13]([O:16][C:17]([F:20])([F:19])[F:18])=[CH:12][CH:11]=1)=[O:8].[Cl:29][C:30]1[N:35]=[CH:34][C:33](B(O)O)=[CH:32][CH:31]=1>>[Cl:29][C:30]1[N:35]=[CH:34][C:33]([C:2]2[C:3]([N:22]3[CH2:26][CH2:25][C@H:24]([CH2:27][OH:28])[CH2:23]3)=[N:4][CH:5]=[C:6]([C:7]([NH:9][C:10]3[CH:15]=[CH:14][C:13]([O:16][C:17]([F:19])([F:18])[F:20])=[CH:12][CH:11]=3)=[O:8])[CH:21]=2)=[CH:32][CH:31]=1. Procedure: The title compound was prepared in an analogous fashion to that described in Example 86 using (S)-5-bromo-6-(3-(hydroxymethyl)pyrrolidin-1-yl)-N-(4-(trifluoromethoxy)phenyl)nicotinamide (Stage 78.1) and (6-chloropyridin-3-yl)boronic acid and to afford an off-white solid. UPLC-MS (condition 1) tR=2.51 min, m/z=493.0-495.0 [M+H]+, m/z=494.1-493.1 [M−H]−; 1H-NMR (400 MHz, DMSO-d6) δ ppm 1.51-1.65 (m, 1H) 1.78-1.92 (m, 1H) 2.23 (ddd, J=13.63, 7.09, 6.91 Hz, 1H) 2.98 (dd, J=10.88, 6.97 Hz, 1H) 3.12-3... Starting materials: C1CCOC1, CC1CCC(C(=O)N(c2cc(C#CC(C)(C)C)sc2C(=O)O)C2CCC(Oc3nccc(OCC[Si](C)(C)C)n3)CC2)CC1, CCCC[N+](CCCC)(CCCC)CCCC, [F-]. The product is CC1CCC(C(=O)N(c2cc(C#CC(C)(C)C)sc2C(=O)O)C2CCC(Oc3nccc(=O)[nH]3)CC2)CC1. Reaction SMILES: [CH2:63]1[O:64][CH2:65][CH2:66][CH2:67]1.[CH3:1][C:2]([C:3]#[C:4][c:5]1[cH:6][c:7]([N:13]([CH:14]2[CH2:15][CH2:16][CH:17]([O:20][c:21]3[n:22][cH:23][cH:24][c:25]([O:27][CH2:28][CH2:29][Si:30]([CH3:31])([CH3:32])[CH3:33])[n:26]3)[CH2:18][CH2:19]2)[C:34](=[O:35])[CH:36]2[CH2:37][CH2:38][CH:39]([CH3:42])[CH2:40][CH2:41]2)[c:8]([C:10](=[O:11])[OH:12])[s:9]1)([CH3:43])[CH3:44].[CH3:46][CH2:47][CH2:48][CH2:49][N+:50]([CH2:51][CH2:52][CH2:53][CH3:54])([CH2:55][CH2:56][CH2:57][CH3:58])[CH2:59][CH2:60][CH2:61][CH3:62].[F-:45]>>[CH3:1][C:2]([C:3]#[C:4][c:5]1[cH:6][c:7]([N:13]([CH:14]2[CH2:15][CH2:16][CH:17]([O:20][c:21]3[n:22][cH:23][cH:24][c:25](=[O:27])[nH:26]3)[CH2:18][CH2:19]2)[C:34](=[O:35])[CH:36]2[CH2:37][CH2:38][CH:39]([CH3:42])[CH2:40][CH2:41]2)[c:8]([C:10](=[O:11])[OH:12])[s:9]1)([CH3:43])[CH3:44]. The solvent is ClCCl (dichloromethane), CO (methanol). Procedure details: N-(4-Methoxybenzyl)-N,7-dimethyl-5-{1-methyl-5-[5-(trifluoromethyl)pyridin-2-yl]-1H-pyrazol-4-yl}imidazo[5,1-f][1,2,4]triazin-4-amine (7.00 g, 13.8 mmol) was dissolved in dichloromethane (46 mL) and treated with trifluoroacetic acid (40 mL, 520 mmol) and methoxybenzene (99.7%, 7.0 mL, 64 mmol). The reaction mixture was heated at 40° C. for 4 hours, then concentrated in vacuo. Aqueous 1 N sodium hydroxide solution was added, and the mixture was extracted with ethyl acetate. The organic layer was ... Reaction SMILES: COC1C=CC([CH2:7][N:8](C)[C:9]2[C:14]3=[C:15]([C:19]4[CH:20]=[N:21][N:22]([CH3:34])[C:23]=4[C:24]4[CH:29]=[CH:28][C:27]([C:30]([F:33])([F:32])[F:31])=[CH:26][N:25]=4)[N:16]=[C:17]([CH3:18])[N:13]3[N:12]=[CH:11][N:10]=2)=CC=1.FC(F)(F)C(O)=O.COC1C=CC=CC=1.C>ClCCl.CO>[CH3:7][NH:8][C:9]1[C:14]2=[C:15]([C:19]3[CH:20]=[N:21][N:22]([CH3:34])[C:23]=3[C:24]3[CH:29]=[CH:28][C:27]([C:30]([F:33])([F:32])[F:31])=[CH:26][N:25]=3)[N:16]=[C:17]([CH3:18])[N:13]2[N:12]=[CH:11][N:10]=1. Reactants: crude product, COC1=CC=C(CN(C2=NC=NN3C2=C(N=C3C)C=3C=NN(C3C3=NC=C(C=C3)C(F)(F)F)C)C)C=C1 (N-(4-Methoxybenzyl)-N,7-dimethyl-5-{1-methyl-5-[5-(trifluoromethyl)pyridin-2-yl]-1H-pyrazol-4-yl}imidazo[5,1-f][1,2,4]triazin-4-amine), FC(C(=O)O)(F)F (trifluoroacetic acid), COC1=CC=CC=C1 (methoxybenzene), C (Darco). Conditions: temperature 40 celsius. Product: CNC1=NC=NN2C1=C(N=C2C)C=2C=NN(C2C2=NC=C(C=C2)C(F)(F)F)C (N,7-dimethyl-5-{1-methyl-5-[5-(trifluoromethyl)pyridin-2-yl]-1H-pyrazol-4-yl}imidazo[5,1-f][1,2,4]triazin-4-amine). The reactants are [Si](C)(C)(C(C)(C)C)OC1=NC(=CC(=C1)CN(C(C(CNC(OC(C)(C)C)=O)CC1=CC=C(C=C1)OCCOC1=C(C=C(C=C1Cl)C)Cl)=O)C1CC1)CCCOC (tert-butyl (3-[{[2-{[tert-butyl(dimethyl)silyl]oxy}-6-(3-methoxypropyl)pyridin-4-yl]methyl}(cyclopropyl)amino]-2-{4-[2-(2,6-dichloro-4-methylphenoxy)ethoxy]benzyl}-3-oxopropyl)carbamate), Cl (HCl). The solvent is C(Cl)Cl (CH2Cl2). Conditions: time 3 hour. Product: NCC(C(=O)N(CC1=CC(=NC(=C1)CCCOC)O)C1CC1)CC1=CC=C(C=C1)OCCOC1=C(C=C(C=C1Cl)C)Cl (3-Amino-N-cyclopropyl-2-{4-[2-(2,6-dichloro-4-methylphenoxy)ethoxy]benzyl}-N-{[2-hydroxy-6-(3-methoxypropyl)pyridin-4-yl]methyl}propanamide). As a reaction SMILES: [Si]([O:8][C:9]1[CH:14]=[C:13]([CH2:15][N:16]([CH:49]2[CH2:51][CH2:50]2)[C:17](=[O:48])[CH:18]([CH2:28][C:29]2[CH:34]=[CH:33][C:32]([O:35][CH2:36][CH2:37][O:38][C:39]3[C:44]([Cl:45])=[CH:43][C:42]([CH3:46])=[CH:41][C:40]=3[Cl:47])=[CH:31][CH:30]=2)[CH2:19][NH:20]C(=O)OC(C)(C)C)[CH:12]=[C:11]([CH2:52][CH2:53][CH2:54][O:55][CH3:56])[N:10]=1)(C(C)(C)C)(C)C.Cl>C(Cl)Cl>[NH2:20][CH2:19][CH:18]([CH2:28][C:29]1[CH:34]=[CH:33][C:32]([O:35][CH2:36][CH2:37][O:38][C:39]2[C:40]([Cl:47])=[CH:41][C:42]([CH3:46])=[CH:43][C:44]=2[Cl:45])=[CH:31][CH:30]=1)[C:17]([N:16]([CH:49]1[CH2:50][CH2:51]1)[CH2:15][C:13]1[CH:12]=[C:11]([CH2:52][CH2:53][CH2:54][O:55][CH3:56])[N:10]=[C:9]([OH:8])[CH:14]=1)=[O:48]. Reported procedure: To a CH2Cl2 solution (0.03 M) of tert-butyl (3-[{[2-{[tert-butyl(dimethyl)silyl]oxy}-6-(3-methoxypropyl)pyridin-4-yl]methyl}(cyclopropyl)amino]-2-{4-[2-(2,6-dichloro-4-methylphenoxy)ethoxy]benzyl}-3-oxopropyl)carbamate from the previous step (1 eq.) was added HCl (4.0 M dioxane solution, 60 eq.). The resulting solution was stirred at RT for 3 h and the volatiles were removed in vacuo. The resulting residue was recrystallized from ether-dichloromethane to afford the title compound as a white soli... Reactants: Cc1ccccc1, COC(=O)c1cc(Br)ccc1N, CO, [Na+], [Na+], O=C([O-])[O-], O, OB(O)c1ccccc1, c1ccc(P(c2ccccc2)(c2ccccc2)[Pd](P(c2ccccc2)(c2ccccc2)c2ccccc2)(P(c2ccccc2)(c2ccccc2)c2ccccc2)P(c2ccccc2)(c2ccccc2)c2ccccc2)cc1. Product: COC(=O)c1cc(-c2ccccc2)ccc1N. As a reaction SMILES: [CH3:13][c:14]1[cH:15][cH:16][cH:17][cH:18][cH:19]1.[CH3:1][O:2][C:3]([c:4]1[c:5]([NH2:11])[cH:6][cH:7][c:8]([Br:10])[cH:9]1)=[O:12].[CH3:35][OH:36].[Na+:20].[Na+:21].[O-:22][C:23](=[O:24])[O-:25].[OH2:37].[OH:26][B:27]([c:28]1[cH:29][cH:30][cH:31][cH:32][cH:33]1)[OH:34].[cH:38]1[cH:39][cH:40][c:41]([P:42]([Pd:43]([P:44]([c:45]2[cH:46][cH:47][cH:48][cH:49][cH:50]2)([c:51]2[cH:52][cH:53][cH:54][cH:55][cH:56]2)[c:57]2[cH:58][cH:59][cH:60][cH:61][cH:62]2)([P:63]([c:64]2[cH:65][cH:66][cH:67][cH:68][cH:69]2)([c:70]2[cH:71][cH:72][cH:73][cH:74][cH:75]2)[c:76]2[cH:77][cH:78][cH:79][cH:80][cH:81]2)[P:82]([c:83]2[cH:84][cH:85][cH:86][cH:87][cH:88]2)([c:89]2[cH:90][cH:91][cH:92][cH:93][cH:94]2)[c:95]2[cH:96][cH:97][cH:98][cH:99][cH:100]2)([c:101]2[cH:102][cH:103][cH:104][cH:105][cH:106]2)[c:107]2[cH:108][cH:109][cH:110][cH:111][cH:112]2)[cH:113][cH:114]1>>[CH3:1][O:2][C:3]([c:4]1[c:5]([NH2:11])[cH:6][cH:7][c:8](-[c:14]2[cH:15][cH:16][cH:17][cH:18][cH:19]2)[cH:9]1)=[O:12]. Reactants: N1=C(C=CC=C1)CO (pyridine-2-methanol), BrC=1N=CC(=NC1Cl)NS(=O)(=O)C1=C(C(=CC=C1)Cl)Cl (N-[5-Bromo-6-chloro-2-pyrazinyl]-2,3-dichlorobenzenesulphonamide). Yields the product ClC1=C(C=CC=C1Cl)S(=O)(=O)NC1=NC(=CN=C1OCC1=NC=CC=C1)Cl (2,3-Dichloro-N-[6-chloro-3-(2-pyridinylmethoxy)-2-pyrazinyl]benzenesulphonamide). RXN SMILES: [N:1]1[CH:6]=[CH:5][CH:4]=[CH:3][C:2]=1[CH2:7][OH:8].Br[C:10]1[N:11]=[CH:12][C:13]([NH:17][S:18]([C:21]2[CH:26]=[CH:25][CH:24]=[C:23]([Cl:27])[C:22]=2[Cl:28])(=[O:20])=[O:19])=[N:14][C:15]=1[Cl:16]>>[Cl:28][C:22]1[C:23]([Cl:27])=[CH:24][CH:25]=[CH:26][C:21]=1[S:18]([NH:17][C:13]1[C:12]([O:8][CH2:7][C:2]2[CH:3]=[CH:4][CH:5]=[CH:6][N:1]=2)=[N:11][CH:10]=[C:15]([Cl:16])[N:14]=1)(=[O:20])=[O:19]. Procedure details: Prepared by the method of Example 31 using pyridine-2-methanol (0.22 g) and N-(3-bromo-6-chloro-2-pyrazinyl)-2,3-dichlorobenzenesulphonamide (Example 98) (0.2 g). Reactants: C(C)OC(=O)C1=NOC(=N1)C1=C(C=NC=C1)NC1=C(C=C(C=C1)I)F (5-[3-(2-Fluoro-4-iodo-phenylamino)-pyridin-4-yl]-[1,2,4]oxadiazole-3-carboxylic acid ethyl ester), [Li+].[OH-] (LiOH), Cl (HCl). Run in O (water), C1CCOC1.O (THF H2O). Conditions: time 2 hour. The product is FC1=C(C=CC(=C1)I)NC=1C=NC=CC1C1=NC=NO1 ((2-Fluoro-4-iodo-phenyl)-(4-[1,2,4]oxadiazol-5-yl-pyridin-3-yl)-amine). Yield: 92.5%. As a reaction SMILES: C(OC([C:6]1[N:10]=[C:9]([C:11]2[CH:16]=[CH:15][N:14]=[CH:13][C:12]=2[NH:17][C:18]2[CH:23]=[CH:22][C:21]([I:24])=[CH:20][C:19]=2[F:25])[O:8][N:7]=1)=O)C.[Li+].[OH-].Cl>C1COCC1.O.O>[F:25][C:19]1[CH:20]=[C:21]([I:24])[CH:22]=[CH:23][C:18]=1[NH:17][C:12]1[CH:13]=[N:14][CH:15]=[CH:16][C:11]=1[C:9]1[O:8][N:7]=[CH:6][N:10]=1 |f:1.2,4.5|. Reported procedure: To a solution of 5-[3-(2-Fluoro-4-iodo-phenylamino)-pyridin-4-yl]-[1,2,4]oxadiazole-3-carboxylic acid ethyl ester (1.8 g, 3.96 mmol) in THF-H2O (1:1)(20 mL) LiOH (0.19 g, 7.93 mmL) was added. The reaction mixture was stirred for 2 hrs at RT. The pH was adjusted to 5 with 1N HCl and the mixture was diluted with water. A solid precipitated and was filtered to give the product (1.4 g). LC/MS (Method A) [4.39 min; 383(M+1)] Reactants: C(C)OC(CC1CCN(CC1)C1=C(C=C(C=C1)Cl)N)=O ([1-(2-amino-4-chloro-phenyl)-piperidin-4-yl]-acetic acid ethyl ester), ClC=1C=C(C(=O)Cl)C=CC1 (3-chlorobenzoyl chloride). Run in C(C)#N (acetonitrile). Reaction conditions: time 2 hour. The product is C(C)OC(CC1CCN(CC1)C1=C(C=C(C=C1)Cl)NC(C1=CC(=CC=C1)Cl)=O)=O ({1-[4-chloro-2-(3-chloro-benzoylamino)-phenyl]-piperidin-4-yl}-acetic acid ethyl ester). Yield: 56.7%. Reaction SMILES: [CH2:1]([O:3][C:4](=[O:20])[CH2:5][CH:6]1[CH2:11][CH2:10][N:9]([C:12]2[CH:17]=[CH:16][C:15]([Cl:18])=[CH:14][C:13]=2[NH2:19])[CH2:8][CH2:7]1)[CH3:2].[Cl:21][C:22]1[CH:23]=[C:24]([CH:28]=[CH:29][CH:30]=1)[C:25](Cl)=[O:26]>C(#N)C>[CH2:1]([O:3][C:4](=[O:20])[CH2:5][CH:6]1[CH2:11][CH2:10][N:9]([C:12]2[CH:17]=[CH:16][C:15]([Cl:18])=[CH:14][C:13]=2[NH:19][C:25](=[O:26])[C:24]2[CH:28]=[CH:29][CH:30]=[C:22]([Cl:21])[CH:23]=2)[CH2:8][CH2:7]1)[CH3:2]. Reported procedure: To a solution of 0.710 g (2.39 mmol) of [1-(2-amino-4-chloro-phenyl)-piperidin-4-yl]-acetic acid ethyl ester in acetonitrile (25 mL) is added 0.37 mL (2.9 mmol) of 3-chlorobenzoyl chloride. The mixture is stirred at room temperature for 2 hours then concentrated under reduced pressure. The residue is treated with a saturated aqueous solution of ammonium chloride and extracted with ethyl acetate. The combined organic phase is dried over anhydrous sodium sulfate and concentrated under reduced pres...